This data is from the Open Reaction Database (ORD), a public repository of structured organic reaction records. The task is: describe an organic reaction: reactants, conditions, products, and yield The reactants are C(C)[Si](C=1OC=C(C1)C=O)(CC)CC (2-triethylsilyl-4-furaldehyde), [Cl-] (chloride), [Li]N(CCN(C)C)C (lithio N,N,N'-trimethylethylenediamine), FC(S(=O)(=O)OC1=CC=CC=C1)(F)F (phenyl trifluoromethanesulfonate). The reagents and catalysts are [Pd].C1(=CC=CC=C1)P(C1=CC=CC=C1)C1=CC=CC=C1.C1(=CC=CC=C1)P(C1=CC=CC=C1)C1=CC=CC=C1.C1(=CC=CC=C1)P(C1=CC=CC=C1)C1=CC=CC=C1.C1(=CC=CC=C1)P(C1=CC=CC=C1)C1=CC=CC=C1 (tetrakis (triphenylphosphine) palladium). The product is C(C)[Si](C=1OC(=C(C1)C=O)C1=CC=CC=C1)(CC)CC (2-Triethylsilyl-5-phenyl-4-furaldehyde). RXN SMILES: [CH2:1]([Si:3]([CH2:13][CH3:14])([CH2:11][CH3:12])[C:4]1[O:5][CH:6]=[C:7]([CH:9]=[O:10])[CH:8]=1)[CH3:2].[Li]N(C)CCN(C)C.FC(F)(F)S(O[C:29]1[CH:34]=[CH:33][CH:32]=[CH:31][CH:30]=1)(=O)=O.[Cl-]>[Pd].C1(P(C2C=CC=CC=2)C2C=CC=CC=2)C=CC=CC=1.C1(P(C2C=CC=CC=2)C2C=CC=CC=2)C=CC=CC=1.C1(P(C2C=CC=CC=2)C2C=CC=CC=2)C=CC=CC=1.C1(P(C2C=CC=CC=2)C2C=CC=CC=2)C=CC=CC=1>[CH2:13]([Si:3]([CH2:11][CH3:12])([CH2:1][CH3:2])[C:4]1[O:5][C:6]([C:29]2[CH:34]=[CH:33][CH:32]=[CH:31][CH:30]=2)=[C:7]([CH:9]=[O:10])[CH:8]=1)[CH3:14] |f:4.5.6.7.8|. Procedure: Treatment of 2-triethylsilyl-4-furaldehyde with lithio N,N,N'-trimethylethylenediamine, followed by phenyl trifluoromethanesulfonate in the presence of anhydrous zinz chloride and tetrakis (triphenylphosphine) palladium (o) and work up gives the titled aldehyde. Starting materials: N1=C(NC=2C=NC=CC21)C2=CC=CC=1C(C=3N(C21)C=CC3)N (5-(3H-imidazo[4,5-c]pyridin-2-yl)-9H-pyrrolo[1,2-a]indol-9-ylamine), ON1N=NC2=C1C=CC=C2 (1-hydroxybenzotriazole), N1C=CC2=C1N=CC=C2C(=O)O (1H-pyrrolo[2,3-b]pyridine-4-carboxylic acid), Cl.CN(CCCN=C=NCC)C (N-(3-dimethylaminopropyl)-N′-ethylcarbodiimide hydrochloride). Run in CN(C=O)C (dimethylformamide). Run at time 4 hour. Yields the product N1=C(NC=2C=NC=CC21)C2=CC=CC=1C(C=3N(C21)C=CC3)NC(=O)C=3C2=C(N=CC3)NC=C2 (1H-pyrrolo[2,3-b]pyridine-4-carboxylic acid [5-(3H-imidazo[4,5-c]pyridin-2-yl)-9H-pyrrolo[1,2-a]indol-9-yl]amide). The yield is 63.1%. As a reaction SMILES: [N:1]1[C:9]2[CH:8]=[CH:7][N:6]=[CH:5][C:4]=2[NH:3][C:2]=1[C:10]1[C:18]2[N:17]3[CH:19]=[CH:20][CH:21]=[C:16]3[CH:15]([NH2:22])[C:14]=2[CH:13]=[CH:12][CH:11]=1.[NH:23]1[C:27]2[N:28]=[CH:29][CH:30]=[C:31]([C:32](O)=[O:33])[C:26]=2[CH:25]=[CH:24]1.Cl.CN(C)CCCN=C=NCC.ON1C2C=CC=CC=2N=N1>CN(C)C=O>[N:1]1[C:9]2[CH:8]=[CH:7][N:6]=[CH:5][C:4]=2[NH:3][C:2]=1[C:10]1[C:18]2[N:17]3[CH:19]=[CH:20][CH:21]=[C:16]3[CH:15]([NH:22][C:32]([C:31]3[C:26]4[CH:25]=[CH:24][NH:23][C:27]=4[N:28]=[CH:29][CH:30]=3)=[O:33])[C:14]=2[CH:13]=[CH:12][CH:11]=1 |f:2.3|. Procedure: In a 100 ml round-bottomed flask, a mixture of 51 mg of 5-(3H-imidazo[4,5-c]pyridin-2-yl)-9H-pyrrolo[1,2-a]indol-9-ylamine obtained according to the preceding stage, 28 mg of 1H-pyrrolo[2,3-b]pyridine-4-carboxylic acid (which can be obtained according to WO 2003/000688), 37 mg of N-(3-dimethylaminopropyl)-N′-ethylcarbodiimide hydrochloride (EDCI) and 26 mg of 1-hydroxybenzotriazole (HOBt) in 5 ml of dimethylformamide is stirred for 4 hours under argon at ambient temperature. The reaction medium ... Reactants: COC1=NC=C(C(=O)C2=C(C(=O)OCC)C=CC=C2)C=C1 (ethyl 2-(6-methoxynicotinoyl)benzoate), O.NN (hydrazine hydrate). Run in C(C)O (ethanol). Conditions: temperature 80 celsius, time 2 hour. The product is COC1=CC=C(C=N1)C1=NNC(C2=CC=CC=C12)=O (4-(6-methoxypyridin-3-yl)phthalazin-1(2H)-one). RXN SMILES: [CH3:1][O:2][C:3]1[CH:21]=[CH:20][C:6]([C:7]([C:9]2[CH:19]=[CH:18][CH:17]=[CH:16][C:10]=2[C:11](OCC)=[O:12])=O)=[CH:5][N:4]=1.O.[NH2:23][NH2:24]>C(O)C>[CH3:1][O:2][C:3]1[N:4]=[CH:5][C:6]([C:7]2[C:9]3[C:10](=[CH:16][CH:17]=[CH:18][CH:19]=3)[C:11](=[O:12])[NH:24][N:23]=2)=[CH:20][CH:21]=1 |f:1.2|. Procedure: A mixture of ethyl 2-(6-methoxynicotinoyl)benzoate (0.496 g, 1.74 mmol) and hydrazine hydrate (0.39 mL, 6.9 mmol) in ethanol (6 mL) was stirred at 80° C. for 2 hours, concentrated, and azeotroped with PhMe to give crude 4-(6-methoxypyridin-3-yl)phthalazin-1(2H)-one, which was used without purification. The reactants are CCCOc1c(CNC)cccc1OC, CCN=C=NCCCN(C)C, CCN(C(C)C)C(C)C, O=C(O)C=Cc1cnc2c(c1)OCC(=O)N2, CN(C)C=O, On1nnc2ccccc21. The product is CCCOc1c(CN(C)C(=O)C=Cc2cnc3c(c2)OCC(=O)N3)cccc1OC. RXN SMILES: [CH3:1][O:2][c:3]1[c:4]([O:12][CH2:13][CH2:14][CH3:15])[c:5]([CH2:9][NH:10][CH3:11])[cH:6][cH:7][cH:8]1.[CH3:51][N:52]([CH3:53])[CH2:54][CH2:55][CH2:56][N:57]=[C:58]=[N:59][CH2:60][CH3:61].[CH:42]([N:43]([CH:44]([CH3:45])[CH3:46])[CH2:47][CH3:48])([CH3:49])[CH3:50].[O:16]=[C:17]1[NH:18][c:19]2[c:20]([cH:23][c:24]([CH:27]=[CH:28][C:29](=[O:30])[OH:31])[cH:25][n:26]2)[O:21][CH2:22]1.[O:62]=[CH:63][N:64]([CH3:65])[CH3:66].[OH:32][n:33]1[c:34]2[cH:35][cH:36][cH:37][cH:38][c:39]2[n:40][n:41]1>>[CH3:1][O:2][c:3]1[c:4]([O:12][CH2:13][CH2:14][CH3:15])[c:5]([CH2:9][N:10]([CH3:11])[C:29]([CH:28]=[CH:27][c:24]2[cH:23][c:20]3[c:19]([n:26][cH:25]2)[NH:18][C:17](=[O:16])[CH2:22][O:21]3)=[O:31])[cH:6][cH:7][cH:8]1. Reaction SMILES: C(=O)([O-])[O-].[Cs+].[Cs+].[NH:7]1[C:15]2[C:10](=[CH:11][C:12]([C:16]3[C:21]4=[N:22][S:23](=[O:27])(=[O:26])[CH2:24][CH2:25][N:20]4[CH:19]=[CH:18][CH:17]=3)=[CH:13][CH:14]=2)[CH:9]=[CH:8]1.Br[CH2:29][CH2:30][C:31]1[CH:36]=[CH:35][C:34]([F:37])=[CH:33][CH:32]=1.O>CS(C)=O.CCOC(C)=O>[F:37][C:34]1[CH:35]=[CH:36][C:31]([CH2:30][CH2:29][N:7]2[C:15]3[C:10](=[CH:11][C:12]([CH:16]4[C:21]5=[N:22][S:23](=[O:27])(=[O:26])[CH2:24][CH2:25][N:20]5[CH2:19][CH2:18][CH2:17]4)=[CH:13][CH:14]=3)[CH:9]=[CH:8]2)=[CH:32][CH:33]=1 |f:0.1.2|. The reactants are O (Water), C([O-])([O-])=O.[Cs+].[Cs+] (cesium carbonate), N1C=CC2=CC(=CC=C12)C1=CC=CN2C1=NS(CC2)(=O)=O (9-(1H-indol-5-yl)-3,4-dihydropyrido[2,1-c][1,2,4]thiadiazine 2,2-dioxide), BrCCC1=CC=C(C=C1)F (1-(2-bromoethyl)-4-fluorobenzene). Run in CCOC(=O)C (EtOAc), CS(=O)C (DMSO). Conditions: time 1 day. Isolated yield 2.0%. Reported procedure: To a mixture of cesium carbonate (435 mg) and 9-(1H-indol-5-yl)-3,4-dihydropyrido[2,1-c][1,2,4]thiadiazine 2,2-dioxide (200 mg) in DMSO (5 mL) was added 1-(2-bromoethyl)-4-fluorobenzene (136 mg). The mixture was stirred at room temperature for 1 day. Water and EtOAc were added and the extracted organic layer was washed with brine, dried over anhydrous sodium sulfate. Silica-gel was added to the organic layer and the volatiles were removed in vacuo. The mixture supported on silica-gel was purifie... The product is FC1=CC=C(C=C1)CCN1C=CC2=CC(=CC=C12)C1CCCN2C1=NS(CC2)(=O)=O (9-{1-[2-(4-fluorophenyl)ethyl]-1H-indol-5-yl}-3,4,6,7,8,9-hexahydropyrido[2,1-c][1,2,4]thiadiazine 2,2-dioxide). The product is CC(C(O)C=1C=NC(=CC1)C1=CC=CC=C1)C (2-Methyl-1-(6-phenylpyridin-3-yl)propan-1-ol). As a reaction SMILES: [C:1]1([C:7]2[CH:14]=[CH:13][C:10]([CH:11]=[O:12])=[CH:9][N:8]=2)[CH:6]=[CH:5][CH:4]=[CH:3][CH:2]=1.[CH:15]([Mg]Cl)([CH3:17])[CH3:16]>>[CH3:16][CH:15]([CH3:17])[CH:11]([C:10]1[CH:9]=[N:8][C:7]([C:1]2[CH:2]=[CH:3][CH:4]=[CH:5][CH:6]=2)=[CH:14][CH:13]=1)[OH:12]. Procedure details: Synthesized using compound 43b (283 mg, 1.55 mmol) and isopropylmagnesium chloride (1.55 mL, 3.10 mmol, 2 M in THF) according to Method D. Crude product was purified by flash chromatography on silica-gel using a mixture of hexane/ethyl acetate (4:1) as eluent. Orange solid. Yield: 138 mg, 40%. 1H NMR (CDCl3, 500 MHz): δH (ppm)=0.82-0.93 (m, 3H), 1.02 (d, J=6.6 Hz, 3H), 1.95-2.08 (m, 1H), 4.46 (d, J=6.6 Hz, 1H), 7.39-7.44 (m, 1H), 7.45-7.50 (m, 2H), 7.68-7.75 (m, 2H), 7.96-8.01 (m, 2H), 8.57 (d, ... Reactants: C1(=CC=CC=C1)C1=NC=C(C=O)C=C1 (6-Phenylnicotinaldehyde), C(C)(C)[Mg]Cl (isopropylmagnesium chloride). Reactants: ClC=1C(=C2C(C(NC2=CC1)=O)=O)C (5-chloro-4-methyl-1H-indol-2,3-dione), [Cl-].[NH4+] (ammonium chloride), Br[Mg]C1=C(C=CC(=C1)Cl)OC (bromo(5-chloro-2-methoxyphenyl)magnesium), [H-].[Na+] (sodium hydride). The solvent is O1CCCC1 (tetrahydrofuran), O1CCCC1 (tetrahydrofuran). Reaction conditions: time 3 hour. Product: ClC=1C(=C2C(C(NC2=CC1)=O)(O)C1=C(C=CC(=C1)Cl)OC)C (5-chloro-3-(5-chloro-2-methoxyphenyl)-3-hydroxy-4-methyl-1,3-dihydro-2H-indol-2-one). As a reaction SMILES: [Cl:1][C:2]1[C:3]([CH3:13])=[C:4]2[C:8](=[CH:9][CH:10]=1)[NH:7][C:6](=[O:11])[C:5]2=[O:12].[H-].[Na+].Br[Mg][C:18]1[CH:23]=[C:22]([Cl:24])[CH:21]=[CH:20][C:19]=1[O:25][CH3:26].[Cl-].[NH4+]>O1CCCC1>[Cl:1][C:2]1[C:3]([CH3:13])=[C:4]2[C:8](=[CH:9][CH:10]=1)[NH:7][C:6](=[O:11])[C:5]2([C:18]1[CH:23]=[C:22]([Cl:24])[CH:21]=[CH:20][C:19]=1[O:25][CH3:26])[OH:12] |f:1.2,4.5|. Procedure details: 1.96 g of 5-chloro-4-methyl-1H-indol-2,3-dione was added under ice cooling and a nitrogen atmosphere to a 50 mL tetrahydrofuran solution of 440 mg of sodium hydride, and the reaction mixture was stirred for 1 hour. After this, a previously prepared 15 mL tetrahydrofuran solution of bromo(5-chloro-2-methoxyphenyl)magnesium was added dropwise over a period of 10 minutes. The reaction mixture was stirred for 3 hours at the same temperature, after which 50 mL of a saturated ammonium chloride aqueous... The reactants are ClC1=CC=C(C=C1)C1(N(C(C2=CC=CC=C12)=O)CC1=CC=C(C=C1)[N+](=O)[O-])O (3-(4-Chlorophenyl)-3-hydroxy-2-(4-nitrobenzyl)-2,3-dihydroisoindol-1-one), [C@H]1(CC[C@H](CC1)O)O (trans-1,4-cyclohexanediol). The product is ClC1=CC=C(C=C1)C1(N(C(C2=CC=CC=C12)=O)CC1=CC=C(C=C1)[N+](=O)[O-])OC1CCC(CC1)O (3-(4-Chlorophenyl)-3-(4-hydroxycyclohexyloxy)-2-(4-nitrobenzyl)-2,3-dihydroisoindol-1-one). The yield is 67.9%. As a reaction SMILES: [Cl:1][C:2]1[CH:7]=[CH:6][C:5]([C:8]2([OH:28])[C:16]3[C:11](=[CH:12][CH:13]=[CH:14][CH:15]=3)[C:10](=[O:17])[N:9]2[CH2:18][C:19]2[CH:24]=[CH:23][C:22]([N+:25]([O-:27])=[O:26])=[CH:21][CH:20]=2)=[CH:4][CH:3]=1.[C@H:29]1(O)[CH2:34][CH2:33][C@H:32]([OH:35])[CH2:31][CH2:30]1>>[Cl:1][C:2]1[CH:7]=[CH:6][C:5]([C:8]2([O:28][CH:29]3[CH2:34][CH2:33][CH:32]([OH:35])[CH2:31][CH2:30]3)[C:16]3[C:11](=[CH:12][CH:13]=[CH:14][CH:15]=3)[C:10](=[O:17])[N:9]2[CH2:18][C:19]2[CH:24]=[CH:23][C:22]([N+:25]([O-:27])=[O:26])=[CH:21][CH:20]=2)=[CH:4][CH:3]=1. Procedure: The named compound was synthesised from 3-(4-Chlorophenyl)-3-hydroxy-2-(4-nitrobenzyl)-2,3-dihydroisoindol-1-one (400 mg, 1.01 mmol, 1 equiv.) and cis/trans-1,4-cyclohexanediol (586 mg, 5.05 mmol, 5 equiv.) using General Procedure A and obtained as a white solid (338 mg, 68%). 1H NMR (300 MHz, CDCl3): mixture of diastereoisomers: 7.93-7.90 (m, 3H, O2N—C—CH and C(O)═C═CH), 7.56-7.51 (m, 2H, Ar—H), 7.18-7.02 (m, 7H, Ar—H), 4.78 and 4.24 (d: AB, J=15.0 Hz, 2H, N—CH2); 3.70-3.62 (m, 1H, HOCH—), 3.26... Starting materials: N1=CC(=CC=C1)C1N(C2CCC1CC2)C(=O)OCC ((+/-)-3-(3-pyridyl)-2-carboethoxy-2-azabicyclo[2.2.2]octane). The solvent is [OH-].[Na+] (NaOH), C(C)O (ethanol). Yields the product N1=CC(=CC=C1)C1NC2CCC1CC2 ((+/-)-3-(3-pyridyl)-2-azabicyclo[2.2.2]octane). Yield: 83.0%. Reaction SMILES: [N:1]1[CH:6]=[CH:5][CH:4]=[C:3]([CH:7]2[CH:12]3[CH2:13][CH2:14][CH:9]([CH2:10][CH2:11]3)[N:8]2C(OCC)=O)[CH:2]=1>[OH-].[Na+].C(O)C>[N:1]1[CH:6]=[CH:5][CH:4]=[C:3]([CH:7]2[CH:12]3[CH2:13][CH2:14][CH:9]([CH2:10][CH2:11]3)[NH:8]2)[CH:2]=1 |f:1.2|. Reported procedure: (+/-)-3-(3-pyridyl)-2-carboethoxy-2-azabicyclo[2.2.2]octane (XII) (500 mg, 1.92 mmol) was dissolved in a solution of 20% (w/v) NaOH in absolute ethanol (10 mL) and refluxed for 24 h. The organic solvent was evaporated on a rotary evaporator. The pH of the basic residue was adjusted to 9 by addition of a solution of 2N HCl in water and was extracted with ethyl acetate (4×10 mL). The organic extracts were dried over anhydrous K2CO3, and concentrated. The resulting oily residue was purified by dist...